From a dataset of the Open Reaction Database (ORD), a public repository of structured organic reaction records. describe an organic reaction: reactants, conditions, products, and yield RXN SMILES: [Cl:1][C:2]1[CH:7]=[CH:6][C:5]([F:8])=[CH:4][C:3]=1[OH:9].[Br:10][C:11]1[CH:16]=[C:15](F)[CH:14]=[C:13]([Cl:18])[CH:12]=1.C(=O)([O-])[O-].[K+].[K+].O>CN1C(=O)CCC1>[Cl:1][C:2]1[CH:7]=[CH:6][C:5]([F:8])=[CH:4][C:3]=1[O:9][C:15]1[CH:14]=[C:13]([Cl:18])[CH:12]=[C:11]([Br:10])[CH:16]=1 |f:2.3.4|. Conditions: temperature 140 celsius. Product: ClC1=C(C=C(C=C1)F)OC1=CC(=CC(=C1)Cl)Br (3-Bromo-5-chlorophenyl 2-chloro-5-fluorophenyl ether). Procedure details: To a solution of 2-chloro-5-fluorophenol (82.3 g, 562 mmol) and 1-bromo-3-chloro-5-fluorobenzene (124 g, 590 mmol) in NMP (200 mL) was added potassium carbonate (155 g, 1.123 mol). The resulting mixture was then heated to 140° C. and maintained at 140° C. for hours, after which the mixture was poured into water (1500 mL) and extracted with EtOAc (2500+1500 mL). The combined extracts were washed with water and brine. This solution was concentrated on the rotary evaporator and the residue was dist... Solvent: CN1CCCC1=O (NMP). Reactants: O (water), ClC1=C(C=C(C=C1)F)O (2-chloro-5-fluorophenol), BrC1=CC(=CC(=C1)F)Cl (1-bromo-3-chloro-5-fluorobenzene), C([O-])([O-])=O.[K+].[K+] (potassium carbonate). Starting materials: C1(=CC=CC=C1)CN1CC(CC1)CNC(C)C (1-phenylmethyl-N-(2-propyl)-3-pyrrolidinemethanamine), [H][H] (hydrogen). Reagents/catalysts: [Pd] (palladium on carbon). The solvent is CO (methanol). Yields the product CC(C)NCC1CNCC1 (N-(2-propyl)-3-pyrrolidinemethanamine). Yield: 76.4%. RXN SMILES: C1(C[N:8]2[CH2:12][CH2:11][CH:10]([CH2:13][NH:14][CH:15]([CH3:17])[CH3:16])[CH2:9]2)C=CC=CC=1.[H][H]>[Pd].CO>[CH3:16][CH:15]([NH:14][CH2:13][CH:10]1[CH2:11][CH2:12][NH:8][CH2:9]1)[CH3:17]. Procedure details: A mixture of 13.4 g (58.0 mmol) of 1-phenylmethyl-N-(2-propyl)-3-pyrrolidinemethanamine, 1.0 g of 20% palladium on carbon and 130 ml of methanol was shaken in an atmosphere of hydrogen at about 50 psi and room temperature for 24 hours. The catalyst was removed by filtration through Celite; the filtrate concentrated and distilled in vacuo to give 6.3 g of N-(2-propyl)-3-pyrrolidinemethanamine, bp 58°-60° C./3.5 mm. The reactants are Cc1ccc(F)cc1C(=O)O, C#CC(C)(C)N. The reagents and catalysts are C1CCC(CC1)N=C=NC2CCCCC2 (DCC), CCN(C(C)C)C(C)C (DIPEA), C1(=C(C(=C(C(=C1F)F)F)F)F)O (Pentafluorophenol). Solvent: CN(C)C=O (DMF), CN(C)C=O (DMF), CN(C)C=O (DMF), CN(C)C=O (DMF), CN(C)C=O (DMF), CN(C)C=O (DMF). Run at temperature 25 celsius, time 2 hour. Product: C#CC(C)(C)NC(=O)c1cc(F)ccc1C. Isolated yield 28.6%. Reaction SMILES: C#CC(C)(C)N.Cc1ccc(F)cc1C(=O)O.C1CCC(CC1)N=C=NC2CCCCC2.C1(=C(C(=C(C(=C1F)F)F)F)F)O.CCN(C(C)C)C(C)C.CN(C)C=O>>C#CC(C)(C)NC(=O)c1cc(F)ccc1C. Reactants: COC=1C=C(CCl)C=C(C1OC)OC (3,4,5-trimethoxybenzyl chloride), C1(=CC=CC=C1)N1CCNCC1 (N-phenyl piperazine), O (water). The solvent is CN(C=O)C (dimethyl formamide). Conditions: time 8 hour. Yields the product Cl.COC=1C=C(CN2CCN(CC2)C2=CC=CC=C2)C=C(C1OC)OC (N-(3,4,5-trimethoxybenzyl)-N'-phenyl-piperazine hydrochloride). Yield: 45.0%. Reaction SMILES: [CH3:1][O:2][C:3]1[CH:4]=[C:5]([CH:8]=[C:9]([O:13][CH3:14])[C:10]=1[O:11][CH3:12])[CH2:6][Cl:7].[C:15]1([N:21]2[CH2:26][CH2:25][NH:24][CH2:23][CH2:22]2)[CH:20]=[CH:19][CH:18]=[CH:17][CH:16]=1.O>CN(C)C=O>[ClH:7].[CH3:1][O:2][C:3]1[CH:4]=[C:5]([CH:8]=[C:9]([O:13][CH3:14])[C:10]=1[O:11][CH3:12])[CH2:6][N:24]1[CH2:25][CH2:26][N:21]([C:15]2[CH:20]=[CH:19][CH:18]=[CH:17][CH:16]=2)[CH2:22][CH2:23]1 |f:4.5|. Procedure: 4.32 g of 3,4,5-trimethoxybenzyl chloride and 3.24 g of N-phenyl piperazine is dissolved in 50 ml of dimethyl formamide in the presence of 3.0 g of water-free soda and is boiled for 8 hours under reflux. After sucking off insoluble matter, the filtrate is evaporated to dryness, the residue is dissolved in methanol. Subsequently hydrochloric acid gas is introduced in the solution and the precipitate sucked off. After drying, 3.4 g of N-(3,4,5-trimethoxybenzyl)-N'-phenyl-piperazine hydrochloride i... Starting materials: ClCCl, CCCCCC12CCC(C(=O)NC)(CC1)CC2, O=C(Cl)C(=O)Cl. The product is CCCCCC12CCC(C(Cl)=NC)(CC1)CC2. As a reaction SMILES: [CH2:24]([Cl:25])[Cl:26].[CH3:7][NH:8][C:9](=[O:10])[C:11]12[CH2:12][CH2:13][C:14]([CH2:19][CH2:20][CH2:21][CH2:22][CH3:23])([CH2:15][CH2:16]1)[CH2:17][CH2:18]2.[Cl:1][C:2]([C:3]([Cl:4])=[O:5])=[O:6]>>[Cl:1][C:9](=[N:8][CH3:7])[C:11]12[CH2:12][CH2:13][C:14]([CH2:19][CH2:20][CH2:21][CH2:22][CH3:23])([CH2:15][CH2:16]1)[CH2:17][CH2:18]2. Reactants: CC1(C)OCC(CO)O1, CN(C)P(=O)(N(C)C)N(C)C, Clc1nccnc1Cl, [H-], [Na+]. The product is CC1(C)OCC(COc2nccnc2Cl)O1. Reaction SMILES: [CH3:11][C:12]1([CH3:19])[O:13][CH2:14][CH:15]([CH2:17][OH:18])[O:16]1.[CH3:20][N:21]([CH3:22])[P:23](=[O:24])([N:25]([CH3:26])[CH3:27])[N:28]([CH3:29])[CH3:30].[Cl:3][c:4]1[n:5][cH:6][cH:7][n:8][c:9]1[Cl:10].[H-:1].[Na+:2]>>[c:4]1([O:18][CH2:17][CH:15]2[CH2:14][O:13][C:12]([CH3:11])([CH3:19])[O:16]2)[n:5][cH:6][cH:7][n:8][c:9]1[Cl:10].